This data is from the Open Reaction Database (ORD), a public repository of structured organic reaction records. The task is: describe an organic reaction: reactants, conditions, products, and yield The reactants are OO (hydrogen peroxide), C(C1=CC=CC=C1)[C@H]1N(C(OC1)=O)C([C@H](CN(C(OC(C)(C)C)=O)CC1CC1)C1=CC=C(C=C1)Cl)=O (tert-butyl (S)-3-((R)-4-benzyl-2-oxooxazolidin-3-yl)-2-(4-chlorophenyl)-3-oxopropyl(cyclopropylmethyl)carbamate), [Li+].[OH-] (LiOH), O (H2O). Run in C1CCOC1 (THF), C1CCOC1 (THF). Product: crude product, C(C)(C)(C)OC(=O)N(C[C@@H](C(=O)O)C1=CC=C(C=C1)Cl)CC1CC1 ((S)-3-(tert-butoxycarbonyl(cyclopropylmethyl)amino)-2-(4-chlorophenyl)propanoic acid). Reaction SMILES: [Li+].[OH-:2].O.OO.C([C@@H]1COC(=O)N1[C:19](=[O:41])[C@@H:20]([C:34]1[CH:39]=[CH:38][C:37]([Cl:40])=[CH:36][CH:35]=1)[CH2:21][N:22]([CH2:30][CH:31]1[CH2:33][CH2:32]1)[C:23](=[O:29])[O:24][C:25]([CH3:28])([CH3:27])[CH3:26])C1C=CC=CC=1>C1COCC1>[C:25]([O:24][C:23]([N:22]([CH2:30][CH:31]1[CH2:33][CH2:32]1)[CH2:21][C@H:20]([C:34]1[CH:35]=[CH:36][C:37]([Cl:40])=[CH:38][CH:39]=1)[C:19]([OH:41])=[O:2])=[O:29])([CH3:27])([CH3:26])[CH3:28] |f:0.1|. Reported procedure: LiOH (1.41 g, 33.5 mmol) was added to a flask containing THF (360 mL) and H2O (120 mL), which was stirred until dissolved. At this point, the reaction was cooled to 0° C. with ice, and hydrogen peroxide (35 wt. %, 6.52 g) was added. This solution was stirred for 10 minutes, at which point tert-butyl (S)-3-((R)-4-benzyl-2-oxooxazolidin-3-yl)-2-(4-chlorophenyl)-3-oxopropyl(cyclopropylmethyl)carbamate (8.6 g, 16.8 mmol) was added as a solution in THF (20 mL). The reaction was stirred overnight with... Reactants: CC(C)(C)[Si](C)(C)OC1CC(C(=O)c2c[nH]c3cc(F)ccc23)N(C(=O)OCc2ccccc2)C1, CCCC[N+](CCCC)(CCCC)CCCC, CCCC[N+](CCCC)(CCCC)CCCC, C1CCOC1, C1CCOC1, [F-], [F-]. Product: O=C(c1c[nH]c2cc(F)ccc12)C1CC(O)CN1C(=O)OCc1ccccc1. RXN SMILES: [CH2:1]([c:2]1[cH:3][cH:4][cH:5][cH:6][cH:7]1)[O:8][C:9](=[O:10])[N:11]1[CH:12]([C:24](=[O:25])[c:26]2[cH:27][nH:28][c:29]3[cH:30][c:31]([F:35])[cH:32][cH:33][c:34]23)[CH2:13][CH:14]([O:16][Si:17]([C:18]([CH3:19])([CH3:20])[CH3:21])([CH3:22])[CH3:23])[CH2:15]1.[CH2:37]([N+:38]([CH2:39][CH2:40][CH2:41][CH3:42])([CH2:43][CH2:44][CH2:45][CH3:46])[CH2:47][CH2:48][CH2:49][CH3:50])[CH2:51][CH2:52][CH3:53].[CH2:55]([N+:56]([CH2:57][CH2:58][CH2:59][CH3:60])([CH2:61][CH2:62][CH2:63][CH3:64])[CH2:65][CH2:66][CH2:67][CH3:68])[CH2:69][CH2:70][CH3:71].[CH2:72]1[O:73][CH2:74][CH2:75][CH2:76]1.[CH2:77]1[O:78][CH2:79][CH2:80][CH2:81]1.[F-:36].[F-:54]>>[CH2:1]([c:2]1[cH:3][cH:4][cH:5][cH:6][cH:7]1)[O:8][C:9](=[O:10])[N:11]1[CH:12]([C:24](=[O:25])[c:26]2[cH:27][nH:28][c:29]3[cH:30][c:31]([F:35])[cH:32][cH:33][c:34]23)[CH2:13][CH:14]([OH:16])[CH2:15]1.